This data is from the Open Reaction Database (ORD), a public repository of structured organic reaction records. The task is: describe an organic reaction: reactants, conditions, products, and yield Reactants: C(C)(=O)NC1=CC(=CC(=C1)C)C (N-acetyl-3,5-dimethylaniline), C([O-])([O-])=O.[K+].[K+] (potassium carbonate), BrC1=CC=CC=C1 (bromobenzene), cuprous iodide, [OH-].[K+] (Potassium hydroxide). Solvent: CCO (EtOH). Conditions: temperature 175 celsius. Yields the product CC=1C=C(C=C(C1)C)NC1=CC=CC=C1 (N-(3,5-Dimethylphenyl)aniline). Isolated yield 47.4%. RXN SMILES: [C:1]([NH:4][C:5]1[CH:10]=[C:9]([CH3:11])[CH:8]=[C:7]([CH3:12])[CH:6]=1)(=O)[CH3:2].C(=O)([O-])[O-].[K+].[K+].Br[C:20]1[CH:25]=CC=[CH:22][CH:21]=1.[OH-].[K+]>CCO>[CH3:12][C:7]1[CH:6]=[C:5]([NH:4][C:1]2[CH:22]=[CH:21][CH:20]=[CH:25][CH:2]=2)[CH:10]=[C:9]([CH3:11])[CH:8]=1 |f:1.2.3,5.6|. Procedure details: A mixture of 9.6 g (58.8 mmole) of N-acetyl-3,5-dimethylaniline, 8.13 g (58.8 mmole) of potassium carbonate (dried at 155° C. under vacuum), 23 g (147 mmole) of bromobenzene (dried over molecular sieves), and 1.12 g (5.9 mmole) of cuprous iodide was heated in a 175° C. oil bath under a reflux condenser under nitrogen for 18 hours. The mixture was cooled to room temperature and triturated with 1 liter of benzene. The solution was concentrated in vacuo. The residue was treated with 60 mL of EtOH a...